This data is from the Open Reaction Database (ORD), a public repository of structured organic reaction records. The task is: describe an organic reaction: reactants, conditions, products, and yield Reactants: COC(=O)c1cc(NC(C)=O)cc(Nc2ncccc2[N+](=O)[O-])c1, C1COCCO1, CO. Yields the product COC(=O)c1cc(NC(C)=O)cc(Nc2ncccc2N)c1. As a reaction SMILES: [C:1]([CH3:2])(=[O:3])[NH:4][c:5]1[cH:6][c:7]([NH:15][c:16]2[n:17][cH:18][cH:19][cH:20][c:21]2[N+:22]([O-:23])=[O:24])[cH:8][c:9]([C:11](=[O:12])[O:13][CH3:14])[cH:10]1.[CH2:27]1[O:28][CH2:29][CH2:30][O:31][CH2:32]1.[CH3:25][OH:26]>>[C:1]([CH3:2])(=[O:3])[NH:4][c:5]1[cH:6][c:7]([NH:15][c:16]2[n:17][cH:18][cH:19][cH:20][c:21]2[NH2:22])[cH:8][c:9]([C:11](=[O:12])[O:13][CH3:14])[cH:10]1. RXN SMILES: [CH3:32][O:33][C:34]([CH3:35])([CH3:36])[CH3:37].[Cl:11][c:12]1[cH:13][cH:14][c:15]([O:25][c:26]2[cH:27][cH:28][cH:29][cH:30][cH:31]2)[c:16]([C:18]([C:19](=[O:20])[O:21][CH3:22])=[CH:23][OH:24])[cH:17]1.[OH2:10].[P:1]([O:2][P:3]([OH:4])([OH:5])=[O:6])([OH:7])([OH:8])=[O:9]>>[Cl:11][c:12]1[cH:13][cH:14][c:15]2[c:16]([cH:17]1)[C:18]([C:19](=[O:20])[O:21][CH3:22])=[CH:23][c:27]1[c:26]([cH:31][cH:30][cH:29][cH:28]1)[O:25]2. Product: COC(=O)C1=Cc2ccccc2Oc2ccc(Cl)cc21. Reactants: COC(C)(C)C, COC(=O)C(=CO)c1cc(Cl)ccc1Oc1ccccc1, O, O=P(O)(O)OP(=O)(O)O. Reaction SMILES: [F:1][c:2]1[c:3]([CH:8]2[N:9]3[C:10](=[O:19])[CH:11]([I:18])[CH2:12][CH2:13][CH:14]3[CH2:15][CH2:16][CH2:17]2)[cH:4][cH:5][cH:6][cH:7]1.[P:20]([O:21][CH2:22][CH3:23])([O:24][CH2:25][CH3:26])[O:27][CH2:28][CH3:29]>>[F:1][c:2]1[c:3]([CH:8]2[N:9]3[C:10](=[O:19])[CH:11]([P:20]([O:21][CH2:22][CH3:23])([O:24][CH2:25][CH3:26])=[O:27])[CH2:12][CH2:13][CH:14]3[CH2:15][CH2:16][CH2:17]2)[cH:4][cH:5][cH:6][cH:7]1. Product: CCOP(=O)(OCC)C1CCC2CCCC(c3ccccc3F)N2C1=O. Reactants: O=C1C(I)CCC2CCCC(c3ccccc3F)N12, CCOP(OCC)OCC. Reactants: C([O-])(O)=O.[Na+] (sodium bicarbonate), COC(CC1=CC=C(C=C1)Br)=O ((4-Bromo-phenyl)acetic acid methyl ester), C1(CCCCC1)P(C1=C(C=CC=C1)C1=C(C=CC=C1OC)OC)C1CCCCC1 (2-dicyclohexylphosphino-2′,6′-dimethoxy-1,1′-biphenyl), P(=O)([O-])([O-])[O-].[K+].[K+].[K+] (potassium phosphate), C(C)C(CC)(C1=CC(=C(C=C1)B1OC(C(O1)(C)C)(C)C)C)C1=CC(=C(C=C1)/C=C/C1(CCOCC1)O)C (4-[(E)-2-(4-{1-ethyl-1-[3-methyl-4-(4,4,5,5-tetramethyl-[1,3,2]dioxaborolan-2-yl)-phenyl]-propyl}-2-methyl-phenyl)-vinyl]-tetrahydro-pyran-4-ol). The reagents and catalysts are C(C)(=O)[O-].[Pd+2].C(C)(=O)[O-] (palladium acetate). Solvent: C1(=CC=CC=C1)C (toluene), O (water). Run at temperature 100 celsius, time 2 hour. Yields the product COC(CC1=CC=C(C=C1)C1=C(C=C(C=C1)C(CC)(C1=CC(=C(C=C1)\C=C\C1(CCOCC1)O)C)CC)C)=O ([4′-(1-ethyl-1-{4-[(E)-2-(4-hydroxy-tetrahydro-pyran-4-yl)-vinyl]-3-methyl-phenyl}-propyl)-2′-methyl-biphenyl-4-yl]-acetic Acid Methyl Ester). Isolated yield 48.5%. Reaction SMILES: [CH3:1][O:2][C:3](=[O:12])[CH2:4][C:5]1[CH:10]=[CH:9][C:8](Br)=[CH:7][CH:6]=1.C1(P(C2CCCCC2)C2C=CC=CC=2C2C(OC)=CC=CC=2OC)CCCCC1.P([O-])([O-])([O-])=O.[K+].[K+].[K+].[CH2:50]([C:52]([C:71]1[CH:76]=[CH:75][C:74](/[CH:77]=[CH:78]/[C:79]2([OH:85])[CH2:84][CH2:83][O:82][CH2:81][CH2:80]2)=[C:73]([CH3:86])[CH:72]=1)([C:55]1[CH:60]=[CH:59][C:58](B2OC(C)(C)C(C)(C)O2)=[C:57]([CH3:70])[CH:56]=1)[CH2:53][CH3:54])[CH3:51].C(=O)(O)[O-].[Na+]>C1(C)C=CC=CC=1.C([O-])(=O)C.[Pd+2].C([O-])(=O)C.O>[CH3:1][O:2][C:3](=[O:12])[CH2:4][C:5]1[CH:10]=[CH:9][C:8]([C:58]2[CH:59]=[CH:60][C:55]([C:52]([CH2:53][CH3:54])([C:71]3[CH:76]=[CH:75][C:74](/[CH:77]=[CH:78]/[C:79]4([OH:85])[CH2:84][CH2:83][O:82][CH2:81][CH2:80]4)=[C:73]([CH3:86])[CH:72]=3)[CH2:50][CH3:51])=[CH:56][C:57]=2[CH3:70])=[CH:7][CH:6]=1 |f:2.3.4.5,7.8,10.11.12|. Procedure details: (4-Bromo-phenyl)acetic acid methyl ester (Tetrahedron Letters 44 (2003) 331-334; 37 mg, 0.162 mmol), palladium acetate (2.5 mg, 0.011 mmol), 2-dicyclohexylphosphino-2′,6′-dimethoxy-1,1′-biphenyl (9.0 mg, 0.022 mmol), potassium phosphate (69 mg, 0.324 mmol) and water (0.2 mL) were added to a solution of 4-[(E)-2-(4-{1-ethyl-1-[3-methyl-4-(4,4,5,5-tetramethyl-[1,3,2]dioxaborolan-2-yl)-phenyl]-propyl}-2-methyl-phenyl)-vinyl]-tetrahydro-pyran-4-ol (Example 131-(3); 54.6 mg, 0.108 mmol) in toluene (2...